This data is from the Open Reaction Database (ORD), a public repository of structured organic reaction records. The task is: describe an organic reaction: reactants, conditions, products, and yield Reactants: CO, CC(C)NC(C)C, CC(Cl)OC(=O)Cl, ClCCl, Ic1cccnc1SC(c1ccccc1)C1CN(Cc2ccccc2)CCO1. Product: Ic1cccnc1SC(c1ccccc1)C1CNCCO1. RXN SMILES: [CH3:46][OH:47].[CH:1]([NH:2][CH:3]([CH3:4])[CH3:5])([CH3:6])[CH3:7].[Cl:36][C:37]([O:38][CH:39]([Cl:40])[CH3:41])=[O:42].[Cl:43][CH2:44][Cl:45].[I:8][c:9]1[c:10]([S:15][CH:16]([CH:17]2[O:18][CH2:19][CH2:20][N:21]([CH2:23][c:24]3[cH:25][cH:26][cH:27][cH:28][cH:29]3)[CH2:22]2)[c:30]2[cH:31][cH:32][cH:33][cH:34][cH:35]2)[n:11][cH:12][cH:13][cH:14]1>>[I:8][c:9]1[c:10]([S:15][CH:16]([CH:17]2[O:18][CH2:19][CH2:20][NH:21][CH2:22]2)[c:30]2[cH:31][cH:32][cH:33][cH:34][cH:35]2)[n:11][cH:12][cH:13][cH:14]1.